Dataset: the Open Reaction Database (ORD), a public repository of structured organic reaction records. Task: describe an organic reaction: reactants, conditions, products, and yield The reactants are C1(=CC=CC=C1)S(=O)(=O)NCCC1=CC=C(OCC(=O)Cl)C=C1 (4-[2-(benzenesulphonylamino)-ethyl]-phenoxyacetyl chloride), C1=CC=CC=C1 (benzene), OCC(C)N (1-hydroxy-2-aminopropane). Solvent: O (water). Reaction conditions: time 8 hour. Product: OCC(C)NC(COC1=CC=C(C=C1)CCNS(=O)(=O)C1=CC=CC=C1)=O (4-[2-(Benzenesulphonylamino)-ethyl]-phenoxyacetic acid 1-hydroxy-2-propylamide). Reaction SMILES: [C:1]1([S:7]([NH:10][CH2:11][CH2:12][C:13]2[CH:23]=[CH:22][C:16]([O:17][CH2:18][C:19](Cl)=[O:20])=[CH:15][CH:14]=2)(=[O:9])=[O:8])[CH:6]=[CH:5][CH:4]=[CH:3][CH:2]=1.C1C=CC=CC=1.[OH:30][CH2:31][CH:32]([NH2:34])[CH3:33]>O>[OH:30][CH2:31][CH:32]([NH:34][C:19](=[O:20])[CH2:18][O:17][C:16]1[CH:22]=[CH:23][C:13]([CH2:12][CH2:11][NH:10][S:7]([C:1]2[CH:6]=[CH:5][CH:4]=[CH:3][CH:2]=2)(=[O:9])=[O:8])=[CH:14][CH:15]=1)[CH3:33]. Procedure: A solution of 6.4 g. (18 mMol) 4-[2-(benzenesulphonylamino)-ethyl]-phenoxyacetyl chloride and 25 ml. anhydrous benzene is added dropwise at 0° to 5° C., over the course of 2 hours, to a mixture of 5.4 g. (72 mMol) 1-hydroxy-2-aminopropane and 35 ml. water, a precipitate thereby forming slowly. After standing overnight at 20° C., the precipitate is filtered off with suction and the filter cake is washed with dilute aqueous sodium hydroxide solution and then with water and dried. After recrystalli... The reactants are COC(=O)N[C@@H](C(C)(C)C)C(=O)O (N-methoxycarbonyl-(L)-tert-leucine), C(CCl)Cl (EDC), C=1C=CC2=C(C1)N=NN2O (HOBT), TEA, CC(C)(C1=CC=CC=C1)N1N=C(N=N1)C1=CC=C(C=C1)CN(C[C@@H]([C@H](CC1=CC=CC=C1)N)O)NC(=O)OC(C)(C)C (1-{4-[2-(1-methyl-1-phenyl-ethyl)-2H-tetrazol-5-yl]-phenyl}-4(S)-hydroxy-2-(tert-butoxycarbonyl)amino-5(S)-amino-6-phenyl-2-azahexane). Run in CN(C)C=O (DMF), CN(C)C=O (DMF). Conditions: time 15 minute. Product: CC(C)(C1=CC=CC=C1)N1N=C(N=N1)C1=CC=C(C=C1)CN(C[C@@H]([C@H](CC1=CC=CC=C1)NC([C@@H](NC(=O)OC)C(C)(C)C)=O)O)NC(=O)OC(C)(C)C (1-{4-[2-(1-Methyl-1-phenyl-ethyl)-2H-tetrazol-5-yl]-phenyl}-4(S)-hydroxy-2-(tert-butoxycarbonyl)amino-5(S)-N-(N-methoxycarbonyl-(L)-tert-leucyl)amino-6-phenyl-2-azahexane). RXN SMILES: [CH3:1][O:2][C:3]([NH:5][C@H:6]([C:11]([OH:13])=O)[C:7]([CH3:10])([CH3:9])[CH3:8])=[O:4].C(Cl)CCl.C1C=CC2N(O)N=NC=2C=1.[CH3:28][C:29]([N:37]1[N:41]=[N:40][C:39]([C:42]2[CH:47]=[CH:46][C:45]([CH2:48][N:49]([NH:62][C:63]([O:65][C:66]([CH3:69])([CH3:68])[CH3:67])=[O:64])[CH2:50][C@H:51]([OH:61])[C@@H:52]([NH2:60])[CH2:53][C:54]3[CH:59]=[CH:58][CH:57]=[CH:56][CH:55]=3)=[CH:44][CH:43]=2)=[N:38]1)([C:31]1[CH:36]=[CH:35][CH:34]=[CH:33][CH:32]=1)[CH3:30]>CN(C=O)C>[CH3:30][C:29]([N:37]1[N:41]=[N:40][C:39]([C:42]2[CH:47]=[CH:46][C:45]([CH2:48][N:49]([NH:62][C:63]([O:65][C:66]([CH3:69])([CH3:68])[CH3:67])=[O:64])[CH2:50][C@H:51]([OH:61])[C@@H:52]([NH:60][C:11](=[O:13])[C@H:6]([C:7]([CH3:8])([CH3:9])[CH3:10])[NH:5][C:3]([O:2][CH3:1])=[O:4])[CH2:53][C:54]3[CH:59]=[CH:58][CH:57]=[CH:56][CH:55]=3)=[CH:44][CH:43]=2)=[N:38]1)([C:31]1[CH:36]=[CH:35][CH:34]=[CH:33][CH:32]=1)[CH3:28]. Procedure details: With the exclusion of air, 868 mg (4.59 mmol) of N-methoxycarbonyl-(L)-tert-leucine (Example 2e), 1.64 g (8.58 mmol) of EDC and 773 mg (5.72 mmol) of HOBT are dissolved in 24.5 ml of DMF. After 15 min, 2.39 ml (17.2 mmol) of TEA and 1.64 g (2.86 mmol) of 1-{4-[2-(1-methyl-1-phenyl-ethyl)-2H-tetrazol-5-yl]-phenyl}-4(S)-hydroxy-2-(tert-butoxycarbonyl)amino-5(S)-amino-6-phenyl-2-azahexane in 12 ml of DMF are added. After 20 hours, the mixture is concentrated by evaporation, and water and methylene ...